This data is from the Open Reaction Database (ORD), a public repository of structured organic reaction records. The task is: describe an organic reaction: reactants, conditions, products, and yield Reactants: CCCc1c(Cc2ccc(-c3ccccc3C#N)cc2)c(=O)n(C2CCC(OCC(=O)O)CC2)c2ncnn12, CCN=C=NCCCN(C)C, CCOC(C)=O, Cl, CC(C)(C)OC(=O)NN, O, On1nnc2ccccc21. Reaction SMILES: [C:1](#[N:2])[c:3]1[c:4](-[c:9]2[cH:10][cH:11][c:12]([CH2:15][c:16]3[c:17](=[O:39])[n:18]([CH:28]4[CH2:29][CH2:30][CH:31]([O:34][CH2:35][C:36](=[O:37])[OH:38])[CH2:32][CH2:33]4)[c:19]4[n:20]([c:21]3[CH2:22][CH2:23][CH3:24])[n:25][cH:26][n:27]4)[cH:13][cH:14]2)[cH:5][cH:6][cH:7][cH:8]1.[CH2:50]([N:51]=[C:52]=[N:53][CH2:54][CH2:55][CH2:56][N:57]([CH3:58])[CH3:59])[CH3:60].[CH3:72][CH2:73][O:74][C:75](=[O:76])[CH3:77].[ClH:49].[NH:40]([NH2:41])[C:42](=[O:43])[O:44][C:45]([CH3:46])([CH3:47])[CH3:48].[OH2:71].[OH:61][n:62]1[c:63]2[cH:64][cH:65][cH:66][cH:67][c:68]2[n:69][n:70]1>>[C:1](#[N:2])[c:3]1[c:4](-[c:9]2[cH:10][cH:11][c:12]([CH2:15][c:16]3[c:17](=[O:39])[n:18]([CH:28]4[CH2:29][CH2:30][CH:31]([O:34][CH2:35][C:36](=[O:37])[NH:41][NH:40][C:42](=[O:43])[O:44][C:45]([CH3:46])([CH3:47])[CH3:48])[CH2:32][CH2:33]4)[c:19]4[n:20]([c:21]3[CH2:22][CH2:23][CH3:24])[n:25][cH:26][n:27]4)[cH:13][cH:14]2)[cH:5][cH:6][cH:7][cH:8]1. Yields the product CCCc1c(Cc2ccc(-c3ccccc3C#N)cc2)c(=O)n(C2CCC(OCC(=O)NNC(=O)OC(C)(C)C)CC2)c2ncnn12. The reactants are CC1NCCC2=CC=CC=C12 (1-methyl-1,2,3,4-tetrahydroisoquinoline), CC=1C(=NC(=NC1C)Cl)Cl (5,6-dimethyl-2,4-dichloropyrimidine). The product is CC=1C(=NC(=NC1C)Cl)N1C(C2=CC=CC=C2CC1)C (5,6-Dimethyl-4-(1-methyl-1,2,3,4-tetrahydroisoquinolin-2-yl )-2-chloropyrimidine). The yield is 60.4%. Reaction SMILES: [CH3:1][CH:2]1[C:11]2[C:6](=[CH:7][CH:8]=[CH:9][CH:10]=2)[CH2:5][CH2:4][NH:3]1.[CH3:12][C:13]1[C:14](Cl)=[N:15][C:16]([Cl:20])=[N:17][C:18]=1[CH3:19]>>[CH3:12][C:13]1[C:14]([N:3]2[CH2:4][CH2:5][C:6]3[C:11](=[CH:10][CH:9]=[CH:8][CH:7]=3)[CH:2]2[CH3:1])=[N:15][C:16]([Cl:20])=[N:17][C:18]=1[CH3:19]. Procedure: In accordance with the same procedure as in Step 1 of Example 1, except that 1-methyl-1,2,3,4-tetrahydroisoquinoline(3.9 g, 26.4 mmol) and 5,6-dimethyl-2,4-dichloropyrimidine(4.3 g, 24 mmol) prepared in the above Step 1 were used as starting materials, 4.17 g of the titled compound was prepared. (Yield: 60.4%)